This data is from the Open Reaction Database (ORD), a public repository of structured organic reaction records. The task is: describe an organic reaction: reactants, conditions, products, and yield The reactants are O=C([O-])O, CN(C)C=O, NC(=O)CCCl, OC(c1ccc(F)cc1)(c1ccc(F)cc1)C1CCNCC1, [I-], [K+], [Na+], O. Yields the product NC(=O)CCN1CCC(C(O)(c2ccc(F)cc2)c2ccc(F)cc2)CC1. As a reaction SMILES: [C:29](=[O:30])([OH:31])[O-:32].[CH3:36][N:37]([CH3:38])[CH:39]=[O:40].[Cl:23][CH2:24][CH2:25][C:26](=[O:27])[NH2:28].[F:1][c:2]1[cH:3][cH:4][c:5]([C:8]([OH:9])([CH:10]2[CH2:11][CH2:12][NH:13][CH2:14][CH2:15]2)[c:16]2[cH:17][cH:18][c:19]([F:22])[cH:20][cH:21]2)[cH:6][cH:7]1.[I-:35].[K+:34].[Na+:33].[OH2:41]>>[F:1][c:2]1[cH:3][cH:4][c:5]([C:8]([OH:9])([CH:10]2[CH2:11][CH2:12][N:13]([CH2:24][CH2:25][C:26](=[O:27])[NH2:28])[CH2:14][CH2:15]2)[c:16]2[cH:17][cH:18][c:19]([F:22])[cH:20][cH:21]2)[cH:6][cH:7]1.